This data is from the Open Reaction Database (ORD), a public repository of structured organic reaction records. The task is: describe an organic reaction: reactants, conditions, products, and yield The reactants are C(=O)(O)[O-].[Na+] (NaHCO3), [BH-](OC(=O)C)(OC(=O)C)OC(=O)C.[Na+] (NaBH(OAc)3), N1CCCC1 (pyrrolidine), C(C1=CC=CC=C1)N1C(CCC1)=O (N-benzylpyrrolidinone). Run in C1CCOC1 (THF), C(C)(=O)O (acetic acid). Conditions: time 8 hour. Product: C(C1=CC=CC=C1)N1CC(CC1)N1CCCC1 (1′-benzyl-[1,3′]bipyrrolidinyl). As a reaction SMILES: [BH-](OC(C)=O)(OC(C)=O)OC(C)=O.[Na+].[NH:15]1[CH2:19][CH2:18][CH2:17][CH2:16]1.[CH2:20]([N:27]1[CH2:31][CH2:30][CH2:29][C:28]1=O)[C:21]1[CH:26]=[CH:25][CH:24]=[CH:23][CH:22]=1.C([O-])(O)=O.[Na+]>C1COCC1.C(O)(=O)C>[CH2:20]([N:27]1[CH2:31][CH2:30][CH:29]([N:15]2[CH2:19][CH2:18][CH2:17][CH2:16]2)[CH2:28]1)[C:21]1[CH:26]=[CH:25][CH:24]=[CH:23][CH:22]=1 |f:0.1,4.5|. Procedure details: 3.82 g (18.0 mmol) NaBH(OAc)3 are added to a solution of 1.23 mL (15.0 mmol) pyrrolidine and 2.41 mL (15.0 mmol) N-benzylpyrrolidinone in 100 mL THF and acidified with 2 mL acetic acid. The reaction is stirred overnight at RT. The reaction solution is combined with 200 mL saturated NaHCO3 solution and extracted twice with 200 mL EtOAc. The organic phase is dried over MgSO4 and the solvent is eliminated i.vac. The purification is carried out by column chromatography on silica gel (EtOAc/MeOH/NH3 ...